Dataset: the Open Reaction Database (ORD), a public repository of structured organic reaction records. Task: describe an organic reaction: reactants, conditions, products, and yield Starting materials: aldehyde, ( 11 ), ( 45 ), ( 14 ), CC1(CCC=2C=C3C(=CC12)OCC(CO3)=O)C (1,1-dimethyl-2,3-dihydro-1H-5,9-dioxacyclohepta[f]inden-7-one), ( 7 ), ( 100 ), C(CC(C)CCC=C(C)C)OCC=O (citronelloxyacetaldehyde), ( 21 ), ( 16 ). The product is CC(CCC1=CC2=C(OCC(CO2)=O)C=C1)CC (7-(3-methylpentyl)benzo[b][1,4]dioxepin-3-one). RXN SMILES: [CH2:1](OCC=O)CC(CCC=C(C)C)C.[CH3:15][C:16]1([CH3:31])[C:24]2[CH:23]=[C:22]3[O:25][CH2:26][C:27](=[O:30])[CH2:28][O:29][C:21]3=[CH:20][C:19]=2[CH2:18][CH2:17]1>>[CH3:31][CH:16]([CH2:15][CH3:1])[CH2:17][CH2:18][C:19]1[CH:24]=[CH:23][C:22]2[O:25][CH2:26][C:27](=[O:30])[CH2:28][O:29][C:21]=2[CH:20]=1. Procedure details: Odor: Marine, animalic, civet-like, floral-aldehyde odor, also somewhat reminiscent of citronelloxyacetaldehyde ([3,7-dimethyl-6-octenyl]oxy-acetaldehyde). -IR (film): ν=1502/1435/1460/1580 cm−1 (ν C═C, Ar), 1265/1304/1202 cm−1 (ν ring), 1051 cm−(ν C—O—C), 1741 cm−1 (ν C═O). -1H-NMR (CDCl3): δ=0.87 (t, J=7.2 Hz, 3H, 5′-H3), 0.91 (d, J=6.4 Hz, 3H, 3′-Me), 1.18 (mc1 1H, 2′-Hb), 1.34-1.43 (m, 3H, 2′-Ha, 4′-H2), 1.56-1.62 (m, 1H, 3′-H), 2.48 (ddd, J=14.0, 10.0, 6.4 Hz, 1H, 1′-Ha), 2.56 (ddd, J=14.0,...